From a dataset of the Open Reaction Database (ORD), a public repository of structured organic reaction records. describe an organic reaction: reactants, conditions, products, and yield Starting materials: CCO, CN1CCN(c2ccc([N+](=O)[O-])c(N)c2F)CC1, NN, O. The product is CN1CCN(c2ccc(N)c(N)c2F)CC1. Reaction SMILES: [CH3:22][CH2:23][OH:24].[F:4][c:5]1[c:6]([NH2:21])[c:7]([N+:18]([O-:19])=[O:20])[cH:8][cH:9][c:10]1[N:11]1[CH2:12][CH2:13][N:14]([CH3:17])[CH2:15][CH2:16]1.[NH2:2][NH2:3].[OH2:1]>>[F:4][c:5]1[c:6]([NH2:21])[c:7]([NH2:18])[cH:8][cH:9][c:10]1[N:11]1[CH2:12][CH2:13][N:14]([CH3:17])[CH2:15][CH2:16]1. Starting materials: CN(C(=O)C=1C(N(C2=CC=CC=C2C1O)C)=O)C1=CC=CC=C1 (N-methyl-N-phenyl-1,2-dihydro-4-hydroxy-1-methyl-2-oxo-quinoline-3-carboxamide), FC1=CC=C(N)C=C1 (4-fluoro-aniline), CCCCCCC (Heptane). Run in C1(=CC=CC=C1)C (toluene). The product is FC1=CC=C(C=C1)NC(=O)C=1C(N(C2=CC=CC=C2C1O)C)=O (N-(4-fluorophenyl)-1,2-dihydro-4-hydroxy-1-methyl-2-oxo-quinoline-3-carboxamide). Yield: 76.9%. As a reaction SMILES: C[N:2]([C:18]1[CH:23]=[CH:22][CH:21]=[CH:20][CH:19]=1)[C:3]([C:5]1[C:6](=[O:17])[N:7]([CH3:16])[C:8]2[C:13]([C:14]=1[OH:15])=[CH:12][CH:11]=[CH:10][CH:9]=2)=[O:4].[F:24]C1C=CC(N)=CC=1.CCCCCCC>C1(C)C=CC=CC=1>[F:24][C:21]1[CH:22]=[CH:23][C:18]([NH:2][C:3]([C:5]2[C:6](=[O:17])[N:7]([CH3:16])[C:8]3[C:13]([C:14]=2[OH:15])=[CH:12][CH:11]=[CH:10][CH:9]=3)=[O:4])=[CH:19][CH:20]=1. Reported procedure: A solution of N-methyl-N-phenyl-1,2-dihydro-4-hydroxy-1-methyl-2-oxo-quinoline-3-carboxamide (15 mg, 0.050 mmol) and 4-fluoro-aniline (0.100 mmol) in toluene (0.5 mL) was stirred at 100° C. for 1 h. Heptane (1.5 mL) was added and the solution was allowed to cool to room temperature. The crystallized product was separated from the solution and washed with heptane to give the title compound (12 mg, 79%). Starting materials: C(=O)(OC(C)(C)C)N[C@@H](C(C)C)C(=O)N (Boc-valineamide), COC=1C=CC(=CC1)P2(=S)SP(=S)(S2)C=3C=CC(=CC3)OC (Lawesson's reagent). Solvent: C1CCOC1 (THF). Conditions: time 8 hour. Yields the product C(=O)(OC(C)(C)C)N[C@@H](C(C)C)C(N)=S (Boc-valinethioamide). Yield: 69.4%. As a reaction SMILES: [C:1]([NH:8][C@H:9]([C:13]([NH2:15])=O)[CH:10]([CH3:12])[CH3:11])([O:3][C:4]([CH3:7])([CH3:6])[CH3:5])=[O:2].COC1C=CC(P2(SP(C3C=CC(OC)=CC=3)(=S)S2)=[S:25])=CC=1>C1COCC1>[C:1]([NH:8][C@H:9]([C:13](=[S:25])[NH2:15])[CH:10]([CH3:12])[CH3:11])([O:3][C:4]([CH3:7])([CH3:6])[CH3:5])=[O:2]. Reported procedure: Boc-valineamide (0.5 g) was stirred in dry THF at room temperature under argon. Lawesson's reagent (1.56 g, 0.6 eq) was added and the mixture was stirred overnight. The solvent was evaporated and the residue chromatographed (silica, 2.5% methanol/dichloromethane) to give the title compound as a white solid (0.373 g, 70%). NMR(CDCl3) δ 8.59 (1H, br s), 8.09 (1H, br s), 5.41 (1H, d (br)), 4.20 (1H, dd), 1.99 (1H, m), 1.39 (9H, s), 0.90 (6H, m). The reactants are C(C)(C)(C)OC(=O)N1C2C(C(C1)O)N(CC2)C(=O)OCC2=CC=CC=C2 (3-Hydroxy-hexahydro-pyrrolo[3,2-b]pyrrole-1,4-dicarboxylic acid 4-benzyl ester 1-tert-butyl ester), Cl.O1CCOCC1 (HCl 1,4-dioxane), Cl.O1CCOCC1 (HCl 1,4-dioxane). Solvent: C1(=CC=CC=C1)C (toluene), C(Cl)Cl (DCM). Reaction conditions: time 90 minute. Yields the product Cl.C(C1=CC=CC=C1)OC(=O)N1C2C(CC1)NCC2O (6-Hydroxy-hexahydro-pyrrolo[3,2-b]pyrrole-1-carboxylic acid benzyl ester hydrochloride salt). As a reaction SMILES: C(OC([N:8]1[CH2:12][CH:11]([OH:13])[CH:10]2[N:14]([C:17]([O:19][CH2:20][C:21]3[CH:26]=[CH:25][CH:24]=[CH:23][CH:22]=3)=[O:18])[CH2:15][CH2:16][CH:9]12)=O)(C)(C)C.[ClH:27].O1CCOCC1>C(Cl)Cl.C1(C)C=CC=CC=1>[ClH:27].[CH2:20]([O:19][C:17]([N:14]1[CH2:15][CH2:16][CH:9]2[NH:8][CH2:12][CH:11]([OH:13])[CH:10]12)=[O:18])[C:21]1[CH:26]=[CH:25][CH:24]=[CH:23][CH:22]=1 |f:1.2,5.6|. Reported procedure: To a solution of bicyclic alcohol 43 (6.5 g, 17.9 mmol) in DCM (20 mL) at 0° C. was added 4N HCl/1,4-dioxane (20 mL, 80 mmol) and the reaction mixture was slowly warming to ambient temperature. After 90 min, an additional portion of 4N HCl/1,4-dioxane (20 mL) was added. After 3 h, the reaction mixture was diluted with toluene and concentrated in vacuo. The crude 52 (HCl salt) was used in the next step without further purification. Mass spectrum, m/z [262.5] (M+H)+. Reactants: Polyphosphoric acid, FC=1C=C(C=CC1)C(CC(=O)O)CC(=O)O (3-(3-fluorophenyl)glutaric acid). Run in O (water). Conditions: temperature 120 celsius. Product: FC1=CC=C2C(CC(C2=C1)CC(=O)O)=O (2-(6-fluoro-3-oxo-1-indanyl)acetic acid). Isolated yield 87.2%. As a reaction SMILES: [F:1][C:2]1[CH:3]=[C:4]([CH:8]([CH2:13][C:14]([OH:16])=O)[CH2:9][C:10]([OH:12])=[O:11])[CH:5]=[CH:6][CH:7]=1>O>[F:1][C:2]1[CH:3]=[C:4]2[C:5]([C:14](=[O:16])[CH2:13][CH:8]2[CH2:9][C:10]([OH:12])=[O:11])=[CH:6][CH:7]=1. Reported procedure: Polyphosphoric acid (39.6 g, Aldrich) and 3-(3-fluorophenyl)glutaric acid (6.6 g, 0.0292 mol) were combined and the mixture heated with an oil bath at 120° C. for 10 min. The now red solution was cooled to approximately 60° C. and water (approximately 100 ml) was added dropwise, with efficient stirring. The resulting precipitate was collected and washed with water. Recrystallization from dichloromethane and hexanes gave 5.3 g (87%) of 2-(6-fluoro-3-oxo-1-indanyl)acetic acid: m.p., 150°-151° C.; Starting materials: CC(C)(C)OC(=O)CCCCCCCCCCCCCCC(=O)O, CC(C)(C)OC(=O)CCNCc1ccc(C(=O)O)cc1, CCOC(C)=O, CCN(C(C)C)C(C)C, On1nnc2cccnc21. The product is CC(C)(C)OC(=O)CCCCCCCCCCCCCCC(=O)N(CCC(=O)OC(C)(C)C)Cc1ccc(C(=O)O)cc1. As a reaction SMILES: [C:1]([CH3:2])([CH3:3])([CH3:4])[O:5][C:6]([CH2:7][CH2:8][CH2:9][CH2:10][CH2:11][CH2:12][CH2:13][CH2:14][CH2:15][CH2:16][CH2:17][CH2:18][CH2:19][CH2:20][C:21](=[O:22])[OH:23])=[O:24].[C:44]([CH3:45])([CH3:46])([CH3:47])[O:48][C:49](=[O:50])[CH2:51][CH2:52][NH:53][CH2:54][c:55]1[cH:56][cH:57][c:58]([C:59](=[O:60])[OH:61])[cH:62][cH:63]1.[CH3:64][CH2:65][O:66][C:67](=[O:68])[CH3:69].[CH:35]([N:36]([CH:37]([CH3:38])[CH3:39])[CH2:40][CH3:41])([CH3:42])[CH3:43].[OH:25][n:26]1[c:27]2[n:28][cH:29][cH:30][cH:31][c:32]2[n:33][n:34]1>>[C:1]([CH3:2])([CH3:3])([CH3:4])[O:5][C:6]([CH2:7][CH2:8][CH2:9][CH2:10][CH2:11][CH2:12][CH2:13][CH2:14][CH2:15][CH2:16][CH2:17][CH2:18][CH2:19][CH2:20][C:21](=[O:23])[N:53]([CH2:52][CH2:51][C:49]([O:48][C:44]([CH3:45])([CH3:46])[CH3:47])=[O:50])[CH2:54][c:55]1[cH:56][cH:57][c:58]([C:59](=[O:60])[OH:61])[cH:62][cH:63]1)=[O:24]. Reactants: [Li]CCCC (BuLi), ClC1=CC(=CC(=C1)C(F)(F)F)OC (1-chloro-3-methoxy-5-(trifluoromethyl)benzene), CN(C)C=O (DMF). Solvent: C1CCOC1 (THF). Reaction conditions: temperature 0 celsius. The product is ClC1=C(C=O)C(=CC(=C1)C(F)(F)F)OC (2-chloro-6-methoxy-4-(trifluoromethyl)benzaldehyde). RXN SMILES: [Li]CCCC.[Cl:6][C:7]1[CH:12]=[C:11]([C:13]([F:16])([F:15])[F:14])[CH:10]=[C:9]([O:17][CH3:18])[CH:8]=1.CN([CH:22]=[O:23])C>C1COCC1>[Cl:6][C:7]1[CH:12]=[C:11]([C:13]([F:15])([F:16])[F:14])[CH:10]=[C:9]([O:17][CH3:18])[C:8]=1[CH:22]=[O:23]. Reported procedure: A 2M BuLi solution (2.07 mL, 4.3 mmol) was added to a −78° C. THF solution (20 mL) of 1-chloro-3-methoxy-5-(trifluoromethyl)benzene (870 mg, 4.1 mmol). After 45 min neat DMF (0.39 mL, 5.0 mmol) was added, and the resulting solution was allowed to warm to 0° C. gradually, quenched with NH4Cl solution, and extracted with diethyl ether. The combined extracts were dried (Na2SO4), concentrated, and purified via column chromatography to yield the title compound. The reactants are BrCc1ccc2c(cnn2C2CCCCO2)c1, [N-]=[N+]=[N-], [Na+], CN(C)C=O, O. The product is [N-]=[N+]=NCc1ccc2c(cnn2C2CCCCO2)c1. RXN SMILES: [Br:1][CH2:2][c:3]1[cH:4][c:5]2[cH:6][n:7][n:8]([CH:12]3[O:13][CH2:14][CH2:15][CH2:16][CH2:17]3)[c:9]2[cH:10][cH:11]1.[N-:19]=[N+:20]=[N-:21].[Na+:18].[O:23]=[CH:24][N:25]([CH3:26])[CH3:27].[OH2:22]>>[CH2:2]([c:3]1[cH:4][c:5]2[cH:6][n:7][n:8]([CH:12]3[O:13][CH2:14][CH2:15][CH2:16][CH2:17]3)[c:9]2[cH:10][cH:11]1)[N:19]=[N+:20]=[N-:21].